Dataset: the Open Reaction Database (ORD), a public repository of structured organic reaction records. Task: describe an organic reaction: reactants, conditions, products, and yield Reactants: BrN1C(CCC1=O)=O (N-bromosuccinimide), 2,2′-azobis-2-methylpropanenitrile, C(C)(C)(C)C1=CC(=C(C=C1)C)Cl (4-tert-butyl-2-chloro-1-methylbenzene). The solvent is ClC(Cl)(Cl)Cl (tetrachloromethane). Yields the product ClC1=C(CBr)C=CC(=C1)C(C)(C)C (2-Chloro-4-(tert-butyl)benzyl bromide). As a reaction SMILES: [Br:1]N1C(=O)CCC1=O.[C:9]([C:13]1[CH:18]=[CH:17][C:16]([CH3:19])=[C:15]([Cl:20])[CH:14]=1)([CH3:12])([CH3:11])[CH3:10]>ClC(Cl)(Cl)Cl>[Cl:20][C:15]1[CH:14]=[C:13]([C:9]([CH3:12])([CH3:11])[CH3:10])[CH:18]=[CH:17][C:16]=1[CH2:19][Br:1]. Procedure: 1.75 g (9.85 mmol) of N-bromosuccinimide and 10.8 mg (0.006 mmol) of 2,2′-azobis-2-methylpropanenitrile are added to a solution of 2 g (10.95 mmol) of 4-tert-butyl-2-chloro-1-methylbenzene in 10 ml of tetrachloromethane, and the mixtures is stirred under reflux for 4 hours. After cooling, the mixture is concentrated. The residue is purified by flash chromatography on silica gel (mobile phase, cyclohexane). 2.1 g (38% of theory) of the title compound are obtained with a purity of 52%. Reaction SMILES: [C:1]([O:4][C@@H:5]1[C@@H:11]([O:12][C:13](=[O:15])[CH3:14])[C@H:10]([O:16][C:17](=[O:19])[CH3:18])[C@@H:9]([CH2:20][O:21][C:22](=[O:24])[CH3:23])[O:8][C@H:6]1[SH:7])(=[O:3])[CH3:2].[C:25]1([C:31](Cl)([C:38]2[CH:43]=[CH:42][CH:41]=[CH:40][CH:39]=2)[C:32]2[CH:37]=[CH:36][CH:35]=[CH:34][CH:33]=2)[CH:30]=[CH:29][CH:28]=[CH:27][CH:26]=1>N1C=CC=CC=1>[C:1]([O:4][C@@H:5]1[C@@H:11]([O:12][C:13](=[O:15])[CH3:14])[C@H:10]([O:16][C:17](=[O:19])[CH3:18])[C@@H:9]([CH2:20][O:21][C:22](=[O:24])[CH3:23])[O:8][C@H:6]1[S:7][C:31]([C:25]1[CH:30]=[CH:29][CH:28]=[CH:27][CH:26]=1)([C:38]1[CH:39]=[CH:40][CH:41]=[CH:42][CH:43]=1)[C:32]1[CH:33]=[CH:34][CH:35]=[CH:36][CH:37]=1)(=[O:3])[CH3:2]. Solvent: N1=CC=CC=C1 (pyridine). Yield: 29.2%. Procedure details: A pyridine solution (100 ml) of 35 g (0.096 mole) of 2,3,4,6-tetra-O-acetyl-1-thio-β-D-glucopyranose [Methods in Carbohydrate Chemistry, Vol. 2, 436 (1963)] and 28 g (0.10 mole) of triphenylmethyl chloride was stirred at room temperature for 12 hours. The solution was filtered and the pyridine removed at reduced pressure. The residue was dissolved in chloroform (350 ml), washed with water (5 × 100 ml) and the chloroform solution dried in magnesium sulfate. The solvent was removed at reduced pres... The reactants are C(C)(=O)O[C@H]1[C@H](S)O[C@@H]([C@H]([C@@H]1OC(C)=O)OC(C)=O)COC(C)=O (2,3,4,6-tetra-O-acetyl-1-thio-β-D-glucopyranose), C1(=CC=CC=C1)C(C1=CC=CC=C1)(C1=CC=CC=C1)Cl (triphenylmethyl chloride). Product: C(C)(=O)O[C@H]1[C@H](SC(C2=CC=CC=C2)(C2=CC=CC=C2)C2=CC=CC=C2)O[C@@H]([C@H]([C@@H]1OC(C)=O)OC(C)=O)COC(C)=O (2,3,4,6-tetra-O-acetyl-1-S-trityl-1-thio-β-D-glucopyranose).